Dataset: the Open Reaction Database (ORD), a public repository of structured organic reaction records. Task: describe an organic reaction: reactants, conditions, products, and yield The reactants are C(C1=CC=CC=C1)N=C=S (benzyl isothiocyanate), NC=1SC=CN1 (2-aminothiazole), C(C)(=O)OCC (ethyl acetate). Run in CN(C=O)C (N,N-dimethylformamide). Run at temperature 100 celsius. The product is C(C1=CC=CC=C1)NC(=S)NC=1SC=CN1 (N-(benzyl)-N'-[2-thiazolyl]thiourea). Yield: 46.1%. RXN SMILES: [CH2:1]([N:8]=[C:9]=[S:10])[C:2]1[CH:7]=[CH:6][CH:5]=[CH:4][CH:3]=1.[NH2:11][C:12]1[S:13][CH:14]=[CH:15][N:16]=1.C(OCC)(=O)C>CN(C)C=O>[CH2:1]([NH:8][C:9]([NH:11][C:12]1[S:13][CH:14]=[CH:15][N:16]=1)=[S:10])[C:2]1[CH:7]=[CH:6][CH:5]=[CH:4][CH:3]=1. Reported procedure: A solution of benzyl isothiocyanate (1.5 g, 10 mmol) and 2-aminothiazole (1.0 g, 10 mmol) in N,N-dimethylformamide. (25 mL) was heated at 100° C. for 12 h. The reaction was cooled to room temperature, poured into ethyl acetate, washed with water, 1N aqueous HCl, water, saturated sodium bicarbonate, and brine. The organic layer was concentrated and the residue recrystallized twice from ethyl acetate to provide 1.15 g (46%) of the title product: Reactants: C(C)C(CO)CCCC (2-Ethyl-hexan-1-ol), potassium tert.butylate, [I-].[K+] (potassium iodide), N=1N(N=C2C1C=CC=C2)C2=C(C(=CC(=C2)C)CCl)O (2-(2H-Benzotriazol-2-yl)-6-chloromethyl-4-methyl-phenol). Solvent: O1CCCC1 (tetrahydrofurane). Conditions: temperature 70 celsius, time 1 hour. The product is N=1N(N=C2C1C=CC=C2)C2=C(C(=CC(=C2)C)COCC(CCCC)CC)O (2-(2H-Benzotriazol-2-yl)-6-(2-ethylhexyloxymethyl)-4-methyl-phenol). Isolated yield 88.3%. Reaction SMILES: [N:1]1[N:2]([C:10]2[CH:15]=[C:14]([CH3:16])[CH:13]=[C:12]([CH2:17]Cl)[C:11]=2[OH:19])[N:3]=[C:4]2[CH:9]=[CH:8][CH:7]=[CH:6][C:5]=12.[CH2:20]([CH:22]([CH2:25][CH2:26][CH2:27][CH3:28])[CH2:23][OH:24])[CH3:21].[I-].[K+]>O1CCCC1>[N:1]1[N:2]([C:10]2[CH:15]=[C:14]([CH3:16])[CH:13]=[C:12]([CH2:17][O:24][CH2:23][CH:22]([CH2:20][CH3:21])[CH2:25][CH2:26][CH2:27][CH3:28])[C:11]=2[OH:19])[N:3]=[C:4]2[CH:9]=[CH:8][CH:7]=[CH:6][C:5]=12 |f:2.3|. Procedure details: ) 2-(2H-Benzotriazol-2-yl)-6-chloromethyl-4-methyl-phenol (1.0 g, 3.7 mmol) is partly solved in tetrahydrofurane (20 mL) at 70° C. 2-Ethyl-hexan-1-ol (9.6 g, 73 mmol), potassium tert.butylate (1.0 g, 7.3 mmol), and a catalytic amount of potassium iodide are added subsequently. The orange reaction mixture is stirred at 70° C. for one hour and evaporated to dryness. The residue is dissolved in ethyl acetate and extracted with water. The organic layer is dried over sodium sulphate, filtered and eva... Reactants: [H-].[Na+] (sodium hydride), ClC1=CC=C(C=C1)CNC(=O)C=1C=NC2=C(C(=C(C=C2C1O)F)F)F (N-((4-Chlorophenyl)methyl)-4-hydroxy-6,7,8-trifluoro-3-quinolinecarboxamide), [H-].[Na+] (sodium hydride), O (water), CO (methanol). Solvent: CN(C)C=O (DMF), C(C)(=O)O (acetic acid). Run at temperature 140 celsius. Product: ClC1=CC=C(C=C1)CNC(=O)C=1C=NC2=C(C(=C(C=C2C1O)F)F)OC (N-((4-Chlorophenyl)methyl)-6,7-difluoro-4-hydroxy-8-methoxy-3-quinolinecarboxamide). RXN SMILES: [Cl:1][C:2]1[CH:7]=[CH:6][C:5]([CH2:8][NH:9][C:10]([C:12]2[CH:13]=[N:14][C:15]3[C:20]([C:21]=2[OH:22])=[CH:19][C:18]([F:23])=[C:17]([F:24])[C:16]=3F)=[O:11])=[CH:4][CH:3]=1.[H-].[Na+].[CH3:28][OH:29].O>CN(C=O)C.C(O)(=O)C>[Cl:1][C:2]1[CH:7]=[CH:6][C:5]([CH2:8][NH:9][C:10]([C:12]2[CH:13]=[N:14][C:15]3[C:20]([C:21]=2[OH:22])=[CH:19][C:18]([F:23])=[C:17]([F:24])[C:16]=3[O:29][CH3:28])=[O:11])=[CH:4][CH:3]=1 |f:1.2|. Reported procedure: N-((4-Chlorophenyl)methyl)-4-hydroxy-6,7,8-trifluoro-3-quinolinecarboxamide (366 mg) from Example No. 15 and sodium hydride (60% dispersion, 40 mg) are dissolved in DMF (10 mL) and to the mixture is added methanol (200 μL). Additional sodium hydride (40 mg) is added, and the mixture is heated at 140° C. for 1 h. The reaction mixture is allowed to cool to rt, poured into water (50 mL), acidified with acetic acid (10 mL), and is filtered. The crude product is purified by column chromatography (hex...